Dataset: the Open Reaction Database (ORD), a public repository of structured organic reaction records. Task: describe an organic reaction: reactants, conditions, products, and yield The reactants are CCOC(=O)c1cnc(SC)nc1C, CN(C)C=O. Yields the product CCOC(=O)c1cnc(SC)nc1C=CN(C)C. As a reaction SMILES: [CH2:1]([CH3:2])[O:3][C:4](=[O:5])[c:6]1[c:7]([CH3:14])[n:8][c:9]([S:12][CH3:13])[n:10][cH:11]1.[O:15]=[CH:16][N:17]([CH3:18])[CH3:19]>>[CH2:1]([CH3:2])[O:3][C:4](=[O:5])[c:6]1[c:7]([CH:14]=[CH:16][N:17]([CH3:18])[CH3:19])[n:8][c:9]([S:12][CH3:13])[n:10][cH:11]1.